This data is from the Open Reaction Database (ORD), a public repository of structured organic reaction records. The task is: describe an organic reaction: reactants, conditions, products, and yield Reactants: C(C)C=1C(=C(C=C(C1C1CC2(OCCO2)CC1)F)C(CC(=O)OCC)=O)F (ethyl 2,5-difluoro-4-(1,4-dioxaspiro[4.4]non-7-yl)-β-oxobenzenepropanoic acid, ethyl ester). Solvent: C(C)(=O)OC(C)=O (acetic anhydride). Product: O1CCOC12CC(CC2)C2=CC(=C(C=C2F)C(C(C(=O)OCC)=COCC)=O)F (4-(1,4-Dioxaspiro[ 4.4]non-7-yl)-α-(ethoxymethylene)-2,5-difluoro-β-oxobenzenepropanoic acid, ethyl ester). Reaction SMILES: C([C:3]1[C:4]([F:27])=[C:5]([C:19](=[O:26])[CH2:20][C:21]([O:23][CH2:24][CH3:25])=[O:22])[CH:6]=[C:7]([F:18])[C:8]=1[CH:9]1[CH2:17][CH2:16][C:11]2([O:15][CH2:14][CH2:13][O:12]2)[CH2:10]1)C>C(OC(=O)C)(=O)C>[O:15]1[C:11]2([CH2:16][CH2:17][CH:9]([C:8]3[C:7]([F:18])=[CH:6][C:5]([C:19](=[O:26])[C:20](=[CH:13][O:12][CH2:11][CH3:10])[C:21]([O:23][CH2:24][CH3:25])=[O:22])=[C:4]([F:27])[CH:3]=3)[CH2:10]2)[O:12][CH2:13][CH2:14]1. Reported procedure: A solution of 35.4 g (0.1 mol) of ethyl 2,5-difluoro-4-(1,4-dioxaspiro[4.4]non-7-yl)-β-oxobenzenepropanoic acid, ethyl ester 22.2 g (0.15 mol) triethyl orthoformate and 150 ml of acetic anhydride was heated at reflux for 4 hours. The solvent was removed in vacuo and the residue was triturated with ethanol and toluene (150 ml ea) which was also removed in vacuo, then high vacuo at 50°. The residue was used without further purification. Starting materials: C(C)C1(OCCC2=C1NC1=C(C=CC=C21)CC)CCO (2-(1,8-Diethyl-1,3,4,9-tetrahydropyrano[3,4-b]indol-1-yl)-ethanol), C(Cl)Cl (CH2Cl2), CS(=O)C (DMSO), TEA, N1=CC=CC=C1.S(=O)(=O)=O (sulfur trioxide-pyridine). The solvent is O (water). Conditions: time 2 day. Product: C(C)C1(OCCC2=C1NC1=C(C=CC=C21)CC)CC=O ((1,8-Diethyl-1,3,4,9-tetrahydropyrano[3,4-b]indol-1-yl)-acetaldehyde). Yield: 51.6%. As a reaction SMILES: [CH2:1]([C:3]1([CH2:18][CH2:19][OH:20])[C:8]2[NH:9][C:10]3[C:15]([C:7]=2[CH2:6][CH2:5][O:4]1)=[CH:14][CH:13]=[CH:12][C:11]=3[CH2:16][CH3:17])[CH3:2].C(Cl)Cl.CS(C)=O.N1C=CC=CC=1.S(=O)(=O)=O>O>[CH2:1]([C:3]1([CH2:18][CH:19]=[O:20])[C:8]2[NH:9][C:10]3[C:15]([C:7]=2[CH2:6][CH2:5][O:4]1)=[CH:14][CH:13]=[CH:12][C:11]=3[CH2:16][CH3:17])[CH3:2] |f:3.4|. Procedure details: To a stirred solution of compound 1 (136 mg, 0.5 mmol), CH2Cl2 (2 mL), dry DMSO (142 μL, 2.0 mmol, 4.0 eq), and dry TEA (697 μL, 5.0 mmol, 10.0 eq) at room temperature under argon, sulfur trioxide-pyridine complex (Pyr-SO3, 318 mg, 2.0 mmol, 4.0 eq) was added in a portion-wise manner and stirred for two days. The resulting mixture was then diluted with water and extracted three times with Et2O. The combined organic phases were dried with Na2SO4, concentrated, and purified by column chromatograph... The reactants are ClC1=C(C=CC(=C1)F)C(=O)N1CC(NCC1)=O (4-[(2-Chloro-4-fluorophenyl)carbonyl]-2-piperazinone), ClC1=C(C=CC(=C1)F)C(=O)N1CC(NCC1)=O (4-[(2-Chloro-4-fluorophenyl)carbonyl]-2-piperazinone), CC=1C(=NC=CC1)C(=O)NN (3-Methyl-2-pyridinecarbohydrazide), CC=1C(=NC=CC1)C(=O)NN (3-Methyl-2-pyridinecarbohydrazide), F[B-](F)(F)F.C(C)[O+](CC)CC (Triethyloxonium tetrafluoroborate), Cl (HCl). Solvent: ClCCl (Dichloromethane), CO (methanol), C(C)OCC (diethyl ether). Reaction conditions: time 3 hour. Yields the product ClC1=C(C=CC(=C1)F)C(=O)N1CC=2N(CC1)C(=NN2)C2=NC=CC=C2C (7-[(2-chloro-4-fluorophenyl)carbonyl]-3-(3-methyl-2-pyridinyl)-5,6,7,8-tetrahydro[1,2,4]triazolo[4,3-a]pyrazine). Isolated yield 29.0%. Reaction SMILES: [Cl:1][C:2]1[CH:7]=[C:6]([F:8])[CH:5]=[CH:4][C:3]=1[C:9]([N:11]1[CH2:16][CH2:15][NH:14][C:13](=O)[CH2:12]1)=[O:10].F[B-](F)(F)F.C([O+](CC)CC)C.[CH3:30][C:31]1[C:32]([C:37]([NH:39][NH2:40])=O)=[N:33][CH:34]=[CH:35][CH:36]=1.Cl>ClCCl.CO.C(OCC)C>[Cl:1][C:2]1[CH:7]=[C:6]([F:8])[CH:5]=[CH:4][C:3]=1[C:9]([N:11]1[CH2:16][CH2:15][N:14]2[C:37]([C:32]3[C:31]([CH3:30])=[CH:36][CH:35]=[CH:34][N:33]=3)=[N:39][N:40]=[C:13]2[CH2:12]1)=[O:10] |f:1.2|. Procedure: A solution of 4-[(2-chloro-4-fluorophenyl)carbonyl]-2-piperazinone (0.257 g, 1 mmol, e.g. prepared as described in Intermediate 2) in dry Dichloromethane (DCM) (2 ml) was stirred at room temperature under argon. Triethyloxonium tetrafluoroborate (0.190 g, 1.000 mmol) was added and the reaction solution was stirred for 3 hours. 3-Methyl-2-pyridinecarbohydrazide (0.166 g, 1.100 mmol, e.g. prepared as described in Intermediate 22) was added to the solution and stirred for 1 h. The solvent was then ... Starting materials: ClC1=C(C(=NC2=CC(=CC(=C12)F)F)C=1C=NC=C(C1)S(=O)(=O)C)C (4-chloro-5,7-difluoro-3-methyl-2-(5-(methylsulfonyl)pyridin-3-yl)quinoline), O1CCN(CC1)C1=NC=C(C=C1N)N1CCOCC1 (2,5-dimorpholinopyridin-3-amine), CC(C)C1=CC(=C(C(=C1)C(C)C)C2=C(C=CC=C2)P(C3CCCCC3)C4CCCCC4)C(C)C (X-Phos), CC(C)([O-])C.[Na+] (sodium tert-butoxide). The reagents and catalysts are C=1C=CC(=CC1)/C=C/C(=O)/C=C/C2=CC=CC=C2.C=1C=CC(=CC1)/C=C/C(=O)/C=C/C2=CC=CC=C2.C=1C=CC(=CC1)/C=C/C(=O)/C=C/C2=CC=CC=C2.[Pd].[Pd] (tris(dibenzylideneacetone)dipalladium). The solvent is C1(=CC=CC=C1)C (toluene). Conditions: temperature 105 celsius, time 30 minute. Product: O1CCN(CC1)C1=NC=C(C=C1NC1=C(C(=NC2=CC(=CC(=C12)F)F)C=1C=NC=C(C1)S(=O)(=O)C)C)N1CCOCC1 (N-(2,5-Dimorpholinopyridin-3-yl)-5,7-difluoro-3-methyl-2-(5-(methylsulfonyl)pyridin-3-yl)quinolin-4-amine). RXN SMILES: Cl[C:2]1[C:11]2[C:6](=[CH:7][C:8]([F:13])=[CH:9][C:10]=2[F:12])[N:5]=[C:4]([C:14]2[CH:15]=[N:16][CH:17]=[C:18]([S:20]([CH3:23])(=[O:22])=[O:21])[CH:19]=2)[C:3]=1[CH3:24].[O:25]1[CH2:30][CH2:29][N:28]([C:31]2[C:36]([NH2:37])=[CH:35][C:34]([N:38]3[CH2:43][CH2:42][O:41][CH2:40][CH2:39]3)=[CH:33][N:32]=2)[CH2:27][CH2:26]1.CC(C1C=C(C(C)C)C(C2C=CC=CC=2P(C2CCCCC2)C2CCCCC2)=C(C(C)C)C=1)C.CC(C)([O-])C.[Na+]>C1C=CC(/C=C/C(/C=C/C2C=CC=CC=2)=O)=CC=1.C1C=CC(/C=C/C(/C=C/C2C=CC=CC=2)=O)=CC=1.C1C=CC(/C=C/C(/C=C/C2C=CC=CC=2)=O)=CC=1.[Pd].[Pd].C1(C)C=CC=CC=1>[O:25]1[CH2:30][CH2:29][N:28]([C:31]2[C:36]([NH:37][C:2]3[C:11]4[C:6](=[CH:7][C:8]([F:13])=[CH:9][C:10]=4[F:12])[N:5]=[C:4]([C:14]4[CH:15]=[N:16][CH:17]=[C:18]([S:20]([CH3:23])(=[O:22])=[O:21])[CH:19]=4)[C:3]=3[CH3:24])=[CH:35][C:34]([N:38]3[CH2:39][CH2:40][O:41][CH2:42][CH2:43]3)=[CH:33][N:32]=2)[CH2:27][CH2:26]1 |f:3.4,5.6.7.8.9|. Procedure details: A screw-cap vial was charged with 4-chloro-5,7-difluoro-3-methyl-2-(5-(methylsulfonyl)pyridin-3-yl)quinoline (40 mg, 0.11 mmol), 2,5-dimorpholinopyridin-3-amine (28.7 mg, 0.11 mmol), tris(dibenzylideneacetone)dipalladium (0) (10.0 mg, 11.0 μmol), X-Phos (10.3 mg, 0.022 mmol), sodium tert-butoxide (31.3 mg, 0.33 mmol), and toluene (1.1 mL). The reaction was stirred at 105° C. for 30 min, then cond. The resulting residue was partitioned between DCM and water, and extracted twice with DCM. The comb... Reactants: [Br-], COC(=O)COc1ccc(SCc2ccc(OCc3ccc(Cl)cc3)cc2)cc1C, [K+]. The product is Cc1cc(SCc2ccc(OCc3ccc(Cl)cc3)cc2)ccc1OCC(=O)O. Reaction SMILES: [Br-:31].[CH3:1][O:2][C:3]([CH2:4][O:5][c:6]1[c:7]([CH3:29])[cH:8][c:9]([S:12][CH2:13][c:14]2[cH:15][cH:16][c:17]([O:20][CH2:21][c:22]3[cH:23][cH:24][c:25]([Cl:28])[cH:26][cH:27]3)[cH:18][cH:19]2)[cH:10][cH:11]1)=[O:30].[K+:32]>>[O:2]=[C:3]([CH2:4][O:5][c:6]1[c:7]([CH3:29])[cH:8][c:9]([S:12][CH2:13][c:14]2[cH:15][cH:16][c:17]([O:20][CH2:21][c:22]3[cH:23][cH:24][c:25]([Cl:28])[cH:26][cH:27]3)[cH:18][cH:19]2)[cH:10][cH:11]1)[OH:30]. The reactants are O=C([O-])[O-], O=C1C(n2cc(-c3cccc(Cl)c3)nn2)CCc2c(F)cccc2N1CC(F)(F)F, [Cs+], [Cs+], Nc1ccncc1, CC(=O)[O-], CC(=O)[O-], C1COCCO1, [Pd+2]. The product is O=C1C(n2cc(-c3cccc(Nc4ccncc4)c3)nn2)CCc2c(F)cccc2N1CC(F)(F)F. RXN SMILES: [C:38](=[O:39])([O-:40])[O-:41].[Cl:1][c:2]1[cH:3][c:4](-[c:8]2[n:9][n:10][n:11]([CH:13]3[C:14](=[O:30])[N:15]([CH2:25][C:26]([F:27])([F:28])[F:29])[c:16]4[c:17]([c:20]([F:24])[cH:21][cH:22][cH:23]4)[CH2:18][CH2:19]3)[cH:12]2)[cH:5][cH:6][cH:7]1.[Cs+:42].[Cs+:43].[NH2:31][c:32]1[cH:33][cH:34][n:35][cH:36][cH:37]1.[O-:51][C:52]([CH3:53])=[O:54].[O-:55][C:56]([CH3:57])=[O:58].[O:44]1[CH2:45][CH2:46][O:47][CH2:48][CH2:49]1.[Pd+2:50]>>[c:2]1([NH:31][c:32]2[cH:33][cH:34][n:35][cH:36][cH:37]2)[cH:3][c:4](-[c:8]2[n:9][n:10][n:11]([CH:13]3[C:14](=[O:30])[N:15]([CH2:25][C:26]([F:27])([F:28])[F:29])[c:16]4[c:17]([c:20]([F:24])[cH:21][cH:22][cH:23]4)[CH2:18][CH2:19]3)[cH:12]2)[cH:5][cH:6][cH:7]1.